Task: describe an organic reaction: reactants, conditions, products, and yield. Dataset: the Open Reaction Database (ORD), a public repository of structured organic reaction records RXN SMILES: [C:1]([CH3:2])([CH3:3])([CH3:4])[O:5][C:6](=[O:7])[c:8]1[cH:9][c:10](-[c:43]2[cH:44][c:45]([F:49])[cH:46][cH:47][cH:48]2)[cH:11][c:12]([O:14][CH2:15][CH2:16][CH2:17][CH2:18][CH2:19][CH2:20][c:21]2[c:22]([CH2:36][CH2:37][C:38](=[O:39])[O:40][CH2:41][CH3:42])[c:23]([O:27][CH2:28][CH2:29][CH2:30][C:31](=[O:32])[O:33][CH2:34][CH3:35])[cH:24][cH:25][cH:26]2)[cH:13]1.[Cl:57][CH2:58][Cl:59].[F:50][C:51]([F:52])([F:53])[C:54]([OH:55])=[O:56]>>[O:5]=[C:6]([OH:7])[c:8]1[cH:9][c:10](-[c:43]2[cH:44][c:45]([F:49])[cH:46][cH:47][cH:48]2)[cH:11][c:12]([O:14][CH2:15][CH2:16][CH2:17][CH2:18][CH2:19][CH2:20][c:21]2[c:22]([CH2:36][CH2:37][C:38](=[O:39])[O:40][CH2:41][CH3:42])[c:23]([O:27][CH2:28][CH2:29][CH2:30][C:31](=[O:32])[O:33][CH2:34][CH3:35])[cH:24][cH:25][cH:26]2)[cH:13]1. Yields the product CCOC(=O)CCCOc1cccc(CCCCCCOc2cc(C(=O)O)cc(-c3cccc(F)c3)c2)c1CCC(=O)OCC. Reactants: CCOC(=O)CCCOc1cccc(CCCCCCOc2cc(C(=O)OC(C)(C)C)cc(-c3cccc(F)c3)c2)c1CCC(=O)OCC, ClCCl, O=C(O)C(F)(F)F. Reactants: [Br-], [Br-], [Br-], C1CCOC1, CO, ClCCl, CC(=O)c1cc(N2CCOCC2)cc(S(F)(F)(F)(F)F)c1, O=C(O)CC(O)(CC(=O)O)C(=O)O, C[N+](C)(C)c1ccccc1, C[N+](C)(C)c1ccccc1, C[N+](C)(C)c1ccccc1. Yields the product O=C(CBr)c1cc(N2CCOCC2)cc(S(F)(F)(F)(F)F)c1. As a reaction SMILES: [Br-:22].[Br-:23].[Br-:24].[CH2:73]1[O:74][CH2:75][CH2:76][CH2:77]1.[CH3:71][OH:72].[Cl:68][CH2:69][Cl:70].[O:1]1[CH2:2][CH2:3][N:4]([c:7]2[cH:8][c:9]([C:19]([CH3:20])=[O:21])[cH:10][c:11]([S:13]([F:14])([F:15])([F:16])([F:17])[F:18])[cH:12]2)[CH2:5][CH2:6]1.[OH:55][C:56]([CH2:57][C:58]([C:59](=[O:60])[OH:61])([CH2:62][C:63](=[O:64])[OH:65])[OH:66])=[O:67].[c:25]1([N+:26]([CH3:27])([CH3:28])[CH3:29])[cH:30][cH:31][cH:32][cH:33][cH:34]1.[c:35]1([N+:36]([CH3:37])([CH3:38])[CH3:39])[cH:40][cH:41][cH:42][cH:43][cH:44]1.[c:45]1([N+:46]([CH3:47])([CH3:48])[CH3:49])[cH:50][cH:51][cH:52][cH:53][cH:54]1>>[O:1]1[CH2:2][CH2:3][N:4]([c:7]2[cH:8][c:9]([C:19]([CH2:20][Br:22])=[O:21])[cH:10][c:11]([S:13]([F:14])([F:15])([F:16])([F:17])[F:18])[cH:12]2)[CH2:5][CH2:6]1. Reactants: resultant solution, BrC1=NC=C(C=C1N(S(=O)(=O)C1=CC=C(C=C1)C(C)(C)C)COC)Cl (N-(2-Bromo-5-chloro-pyridin-3-yl)-4-tert-butyl-N-methoxymethyl-benzenesulfonamide), FC1=C(C(=O)N(C)OC)C=CC=C1 (2-fluoro-N-methoxy-N-methyl-benzamide), ice, Cl (HCl), O (H2O). Solvent: CCOC(=O)C (EtOAc). Reaction conditions: time 90 minute. Product: C(C)(C)(C)C1=CC=C(C=C1)S(=O)(=O)NC=1C(=NC=C(C1)Cl)C(C1=C(C=CC=C1)F)=O (4-tert-Butyl-N-[5-chloro-2-(2-fluoro-benzoyl)-pyridin-3-yl]-benzenesulfonamide). The yield is 0.1%. As a reaction SMILES: Br[C:2]1[C:7]([N:8](COC)[S:9]([C:12]2[CH:17]=[CH:16][C:15]([C:18]([CH3:21])([CH3:20])[CH3:19])=[CH:14][CH:13]=2)(=[O:11])=[O:10])=[CH:6][C:5]([Cl:25])=[CH:4][N:3]=1.[F:26][C:27]1[CH:38]=[CH:37][CH:36]=[CH:35][C:28]=1[C:29](N(OC)C)=[O:30].Cl.O>CCOC(C)=O>[C:18]([C:15]1[CH:16]=[CH:17][C:12]([S:9]([NH:8][C:7]2[C:2]([C:29](=[O:30])[C:28]3[CH:35]=[CH:36][CH:37]=[CH:38][C:27]=3[F:26])=[N:3][CH:4]=[C:5]([Cl:25])[CH:6]=2)(=[O:11])=[O:10])=[CH:13][CH:14]=1)([CH3:19])([CH3:21])[CH3:20]. Procedure: N-(2-Bromo-5-chloro-pyridin-3-yl)-4-tert-butyl-N-methoxymethyl-benzenesulfonamide (140 mg, 300 mmol) was placed in a dry 2-neck 10 mL round-bottom flask. The flask was evacuated and purged with nitrogen, followed by the addition of THF (1 mL). The homogeneous mixture was lowered to −5° C. and iPrMgCl (0.33 mL, 2.0 M) was added dropwise. Upon completion of the addition, the reaction was stirred 90 minutes, followed by the slow addition of 2-fluoro-N-methoxy-N-methyl-benzamide (140 mg, 750 mmol). ... The reactants are COC1=CC=C(CN2C(N(C(C2)CCOS(=O)(=O)C2=CC=C(C=C2)C)C)=O)C=C1 (toluene-4-sulfonic acid 2-[1-(4-methoxy-benzyl)-3-methyl-2-oxo-imidazolidin-4-yl]-ethyl ester), C(C)OC(C(C)(C)OC1=CC(=C(C=C1)O)CCC)=O (2-(4-hydroxy-3-propyl-phenoxy)-2-methyl-propionic acid ethyl ester). Product: C(C)OC(C(C)(C)OC1=CC(=C(C=C1)OCCC1N(C(N(C1)CC1=CC=C(C=C1)OC)=O)C)CCC)=O (2-(4-{2-[1-(4-Methoxy-benzyl)-3-methyl-2-oxo-imidazolidin-4-yl]-ethoxy}-3-propyl-phenoxy)-2-methyl-propionic acid ethyl ester), oil. Isolated yield 50.0%. As a reaction SMILES: [CH3:1][O:2][C:3]1[CH:29]=[CH:28][C:6]([CH2:7][N:8]2[CH2:12][CH:11]([CH2:13][CH2:14][O:15]S(C3C=CC(C)=CC=3)(=O)=O)[N:10]([CH3:26])[C:9]2=[O:27])=[CH:5][CH:4]=1.[CH2:30]([O:32][C:33](=[O:48])[C:34]([O:37][C:38]1[CH:43]=[CH:42][C:41](O)=[C:40]([CH2:45][CH2:46][CH3:47])[CH:39]=1)([CH3:36])[CH3:35])[CH3:31]>>[CH2:30]([O:32][C:33](=[O:48])[C:34]([O:37][C:38]1[CH:43]=[CH:42][C:41]([O:15][CH2:14][CH2:13][CH:11]2[CH2:12][N:8]([CH2:7][C:6]3[CH:5]=[CH:4][C:3]([O:2][CH3:1])=[CH:29][CH:28]=3)[C:9](=[O:27])[N:10]2[CH3:26])=[C:40]([CH2:45][CH2:46][CH3:47])[CH:39]=1)([CH3:35])[CH3:36])[CH3:31]. Procedure: The titled compound is prepared, according to the procedure of Example 1, Step A, using toluene-4-sulfonic acid 2-[1-(4-methoxy-benzyl)-3-methyl-2-oxo-imidazolidin-4-yl]-ethyl ester (0.200 g, 0.478 mmole) and 2-(4-hydroxy-3-propyl-phenoxy)-2-methyl-propionic acid ethyl ester (0.140 g, 0.526 mmole) to produce a colorless oil (0.122 g, 50%). Mass [EI+] 513 (M+H)+. Reactants: ClC1=NC(OC2=C1C=CC(=C2)[N+](=O)[O-])(CC)CC (4-chloro-2,2-diethyl-7-nitro-2H-1,3-benzoxazine), FC1=C(C=CC(=C1)F)B(O)O (2,4-difluorophenylboronic acid). The product is C(C)C1(OC2=C(C(=N1)C1=C(C=C(C=C1)F)F)C=CC(=C2)[N+](=O)[O-])CC (2,2-diethyl-4-(2,4-difluorophenyl)-7-nitro-2H-1,3-benzoxazine). Reaction SMILES: Cl[C:2]1[C:7]2[CH:8]=[CH:9][C:10]([N+:12]([O-:14])=[O:13])=[CH:11][C:6]=2[O:5][C:4]([CH2:17][CH3:18])([CH2:15][CH3:16])[N:3]=1.[F:19][C:20]1[CH:25]=[C:24]([F:26])[CH:23]=[CH:22][C:21]=1B(O)O>>[CH2:15]([C:4]1([CH2:17][CH3:18])[N:3]=[C:2]([C:23]2[CH:22]=[CH:21][C:20]([F:19])=[CH:25][C:24]=2[F:26])[C:7]2[CH:8]=[CH:9][C:10]([N+:12]([O-:14])=[O:13])=[CH:11][C:6]=2[O:5]1)[CH3:16]. Procedure details: The compound obtained in (3) described above (1.0 g) and 2,4-difluorophenylboronic acid (1.2 g) were treated in the same manner as Reference Example 39(2) to give the titled compound (0.6 g) as a yellow oil. Reactants: ClC=1C=C(C=2N(N1)C=CN2)NC2=NC(=CC=C2)N2C(CCC2)C (6-chloro-N-(6-(2-methylpyrrolidin-1-yl)pyridin-2-yl)imidazo[1,2-b]pyridazin-8-amine), N1=CC=C(C=C1)B(O)O (pyridin-4-ylboronic acid), CC(C)C1=CC(=C(C(=C1)C(C)C)C2=C(C=CC=C2)P(C3CCCCC3)C4CCCCC4)C(C)C (X-Phos), C(=O)([O-])[O-].[Na+].[Na+] (Na2CO3). The reagents and catalysts are C=1C=CC(=CC1)/C=C/C(=O)/C=C/C2=CC=CC=C2.C=1C=CC(=CC1)/C=C/C(=O)/C=C/C2=CC=CC=C2.[Pd] (Pd(dba)2). The solvent is O1CCOCC1.O (dioxane H2O). Reaction conditions: temperature 95 celsius, time 18 hour. Yields the product CC1N(CCC1)C1=CC=CC(=N1)NC=1C=2N(N=C(C1)C1=CC=NC=C1)C=CN2 (N-(6-(2-methylpyrrolidin-1-yl)pyridin-2-yl)-6-(pyridin-4-yl)imidazo[1,2-b]pyridazin-8-amine). Yield: 44.9%. As a reaction SMILES: Cl[C:2]1[CH:3]=[C:4]([NH:11][C:12]2[CH:17]=[CH:16][CH:15]=[C:14]([N:18]3[CH2:22][CH2:21][CH2:20][CH:19]3[CH3:23])[N:13]=2)[C:5]2[N:6]([CH:8]=[CH:9][N:10]=2)[N:7]=1.[N:24]1[CH:29]=[CH:28][C:27](B(O)O)=[CH:26][CH:25]=1.CC(C1C=C(C(C)C)C(C2C=CC=CC=2P(C2CCCCC2)C2CCCCC2)=C(C(C)C)C=1)C.C([O-])([O-])=O.[Na+].[Na+]>O1CCOCC1.O.C1C=CC(/C=C/C(/C=C/C2C=CC=CC=2)=O)=CC=1.C1C=CC(/C=C/C(/C=C/C2C=CC=CC=2)=O)=CC=1.[Pd]>[CH3:23][CH:19]1[CH2:20][CH2:21][CH2:22][N:18]1[C:14]1[N:13]=[C:12]([NH:11][C:4]2[C:5]3[N:6]([CH:8]=[CH:9][N:10]=3)[N:7]=[C:2]([C:27]3[CH:28]=[CH:29][N:24]=[CH:25][CH:26]=3)[CH:3]=2)[CH:17]=[CH:16][CH:15]=1 |f:3.4.5,6.7,8.9.10|. Procedure details: A mixture of 6-chloro-N-(6-(2-methylpyrrolidin-1-yl)pyridin-2-yl)imidazo[1,2-b]pyridazin-8-amine (0.05 g, 0.15 mmol), pyridin-4-ylboronic acid (0.022 g, 0.18 mmol), Pd(dba)2 (0.02 g, 0.035 mmol), X-Phos (0.02 g, 0.042 mmol) and Na2CO3 (0.032 g, 0.3 mmol) in dioxane/H2O (20 mL/2 mL) was stirred at 95° C. for 18 h under N2 atmosphere. The solvent was removed in vacuo and the residue purified by chromatography (silica gel, petroleum ether/ethyl acetate 3:1) to give N-(6-(2-methylpyrrolidin-1-yl)pyr... Reactants: OCCNCC1=C(OC=2C=C(C=CC2)CC(=O)O)C=CC(=C1)C(F)(F)F ((3-{2-[(2-Hydroxy-ethylamino)-methyl]-4-trifluoromethyl-phenoxy}-phenyl)-acetic acid), O1CCOCC1 (1,4-dioxane), N,N′-carbonyldiimidazole, C(C)(C)N(CC)C(C)C (diisopropylethylamine). Run at temperature 70 celsius, time 2 hour. The product is O=C1OCCN1CC1=C(OC=2C=C(C=CC2)CC(=O)O)C=CC(=C1)C(F)(F)F ({3-[2-(2-Oxo-oxazolidin-3-ylmethyl)-4-trifluoromethyl-phenoxy]-phenyl}-acetic acid). Reaction SMILES: [OH:1][CH2:2][CH2:3][NH:4][CH2:5][C:6]1[CH:22]=[C:21]([C:23]([F:26])([F:25])[F:24])[CH:20]=[CH:19][C:7]=1[O:8][C:9]1[CH:10]=[C:11]([CH2:15][C:16]([OH:18])=[O:17])[CH:12]=[CH:13][CH:14]=1.C(N(C(C)C)CC)(C)C.[O:36]1CCOC[CH2:37]1>>[O:36]=[C:37]1[N:4]([CH2:5][C:6]2[CH:22]=[C:21]([C:23]([F:24])([F:25])[F:26])[CH:20]=[CH:19][C:7]=2[O:8][C:9]2[CH:10]=[C:11]([CH2:15][C:16]([OH:18])=[O:17])[CH:12]=[CH:13][CH:14]=2)[CH2:3][CH2:2][O:1]1. Reported procedure: (3-{2-[(2-Hydroxy-ethylamino)-methyl]-4-trifluoromethyl-phenoxy}-phenyl)-acetic acid (0.15 g, 0.41 mmol), N,N′-carbonyldiimidazole (0.1 g, 0.61 mmol), and diisopropylethylamine (1 mL) were combined in 1,4-dioxane (5 mL) and stirred at 70° C. for 2 hours. The mixture was concentrated and purified by preparative HPLC to give the desired product (0.01 g). Reactants: CN(C)C=O, Clc1ccccc1C(Cl)Cn1ccnc1, [H-], [Na+], COC(=O)c1ccc(S)cc1. Product: COC(=O)c1ccc(SC(Cn2ccnc2)c2ccccc2Cl)cc1. Reaction SMILES: [CH3:29][N:30]([CH3:31])[CH:32]=[O:33].[Cl:14][CH:15]([CH2:16][n:17]1[cH:18][n:19][cH:20][cH:21]1)[c:22]1[c:23]([Cl:28])[cH:24][cH:25][cH:26][cH:27]1.[H-:12].[Na+:13].[SH:1][c:2]1[cH:3][cH:4][c:5]([C:6](=[O:7])[O:8][CH3:9])[cH:10][cH:11]1>>[S:1]([c:2]1[cH:3][cH:4][c:5]([C:6](=[O:7])[O:8][CH3:9])[cH:10][cH:11]1)[CH:15]([CH2:16][n:17]1[cH:18][n:19][cH:20][cH:21]1)[c:22]1[c:23]([Cl:28])[cH:24][cH:25][cH:26][cH:27]1.